From a dataset of the Open Reaction Database (ORD), a public repository of structured organic reaction records. describe an organic reaction: reactants, conditions, products, and yield Product: NC1=CC(=C(C=C1)OCC1=CC=CC=C1)Br (4-amino-1-benzyloxy-2-bromobenzene). Run in C(C)O (ethanol), O (H2O). Reactants: C(C1=CC=CC=C1)OC1=C(C=C(C=C1)[N+](=O)[O-])Br (1-benzyloxy-2-bromo-4-nitrobenzene). The reagents and catalysts are Cl (HCl), [Fe] (iron). Reaction SMILES: [CH2:1]([O:8][C:9]1[CH:14]=[CH:13][C:12]([N+:15]([O-])=O)=[CH:11][C:10]=1[Br:18])[C:2]1[CH:7]=[CH:6][CH:5]=[CH:4][CH:3]=1>C(O)C.O.Cl.[Fe]>[NH2:15][C:12]1[CH:13]=[CH:14][C:9]([O:8][CH2:1][C:2]2[CH:7]=[CH:6][CH:5]=[CH:4][CH:3]=2)=[C:10]([Br:18])[CH:11]=1. Reported procedure: To a solution of 1-benzyloxy-2-bromo-4-nitrobenzene (50 mg, 0.16 mmol) in ethanol (5 mL) and H2O (0.5 mL) was added iron (134 mg, 2.43 mmol) and one drop of concentrated HCl. The mixture was refluxed for 6 hrs and filtrated. The filtrate was diluted with ethyl acetate, washed with saturated sodium bicarbonated solution, dried over sodium sulfate and concentrated to afford crude 4-amino-1-benzyloxy-2-bromobenzene. Starting materials: [BH4-], CN(C(=O)OC(C)(C)C)C(CCC#N)c1ccc(OCc2ccccc2)cc1, CC(C)C[Al+]CC(C)C, CCCCCC, ClCCl, [H-], [Na+], [Na+], [Na+], O=S(=O)([O-])[O-], O. Product: CN(C(=O)OC(C)(C)C)C(CCCO)c1ccc(OCc2ccccc2)cc1. Reaction SMILES: [BH4-:52].[CH2:1]([c:2]1[cH:3][cH:4][cH:5][cH:6][cH:7]1)[O:8][c:9]1[cH:10][cH:11][c:12]([CH:15]([CH2:16][CH2:17][C:18]#[N:19])[N:20]([C:21]([O:22][C:23]([CH3:24])([CH3:25])[CH3:26])=[O:27])[CH3:28])[cH:13][cH:14]1.[CH2:30]([Al+:31][CH2:32][CH:33]([CH3:34])[CH3:35])[CH:36]([CH3:37])[CH3:38].[CH3:39][CH2:40][CH2:41][CH2:42][CH2:43][CH3:44].[Cl:54][CH2:55][Cl:56].[H-:29].[Na+:45].[Na+:46].[Na+:53].[O-:47][S:48](=[O:49])(=[O:50])[O-:51].[OH2:57]>>[CH2:1]([c:2]1[cH:3][cH:4][cH:5][cH:6][cH:7]1)[O:8][c:9]1[cH:10][cH:11][c:12]([CH:15]([CH2:16][CH2:17][CH2:18][OH:47])[N:20]([C:21]([O:22][C:23]([CH3:24])([CH3:25])[CH3:26])=[O:27])[CH3:28])[cH:13][cH:14]1.